From a dataset of the Open Reaction Database (ORD), a public repository of structured organic reaction records. describe an organic reaction: reactants, conditions, products, and yield The reactants are ClC1=C(C=CC=C1)C1=CC(=NO1)O (5-(2-Chlorophenyl)-3-hydroxy-isoxazole), C(C)(C)(C)OC(=O)NCCO (2-(N-tert-butoxycarbonylamino)ethanol). The product is C(C)(C)(C)OC(=O)NCCOC1=NOC(=C1)C1=C(C=CC=C1)Cl (3-(2-(N-tert-Butoxycarbonylamino)ethoxy)-5-(2-chlorophenyl)isoxazole). Isolated yield 87.9%. As a reaction SMILES: [Cl:1][C:2]1[CH:7]=[CH:6][CH:5]=[CH:4][C:3]=1[C:8]1[O:12][N:11]=[C:10]([OH:13])[CH:9]=1.[C:14]([O:18][C:19]([NH:21][CH2:22][CH2:23]O)=[O:20])([CH3:17])([CH3:16])[CH3:15]>>[C:14]([O:18][C:19]([NH:21][CH2:22][CH2:23][O:13][C:10]1[CH:9]=[C:8]([C:3]2[CH:4]=[CH:5][CH:6]=[CH:7][C:2]=2[Cl:1])[O:12][N:11]=1)=[O:20])([CH3:17])([CH3:16])[CH3:15]. Procedure: 5-(2-Chlorophenyl)-3-hydroxy-isoxazole (0.23 g) and 2-(N-tert-butoxycarbonylamino)ethanol (0.20 g) were subjected to reaction and post-treatment in a similar manner to that described in Example 9(a) to obtain the title compound (0.35 g, 88%) as a colorless powder. The reactants are CCOCC, Fc1ccc(CC2CCNCC2)cc1, O=C1COc2cc3[nH]c(C(=O)O)cc3cc2N1. Yields the product O=C1COc2cc3[nH]c(C(=O)N4CCC(Cc5ccc(F)cc5)CC4)cc3cc2N1. RXN SMILES: [CH3:32][CH2:33][O:34][CH2:35][CH3:36].[F:18][c:19]1[cH:20][cH:21][c:22]([CH2:23][CH:24]2[CH2:25][CH2:26][NH:27][CH2:28][CH2:29]2)[cH:30][cH:31]1.[O:1]=[C:2]1[NH:3][c:4]2[cH:5][c:6]3[c:7]([cH:8][c:9]2[O:10][CH2:11]1)[nH:12][c:13]([C:15](=[O:16])[OH:17])[cH:14]3>>[O:1]=[C:2]1[NH:3][c:4]2[cH:5][c:6]3[c:7]([cH:8][c:9]2[O:10][CH2:11]1)[nH:12][c:13]([C:15](=[O:17])[N:27]1[CH2:26][CH2:25][CH:24]([CH2:23][c:22]2[cH:21][cH:20][c:19]([F:18])[cH:31][cH:30]2)[CH2:29][CH2:28]1)[cH:14]3.